Dataset: the Open Reaction Database (ORD), a public repository of structured organic reaction records. Task: describe an organic reaction: reactants, conditions, products, and yield Reactants: [Cl-].O[NH3+] (hydroxylammonium chloride), C(O)([O-])=O.[Na+] (sodium hydrogencarbonate), CS(=O)C (dimethyl sulfoxide), COC=1C=C(C=CC1OC)C(CN1C(N(C2=C(C1=O)C=C(S2)CC)CC2=CC=C(C=C2)C=2C(=CC=CC2)C#N)=O)=O (4′-{[3-[2-(3,4-dimethoxyphenyl)-2-oxoethyl]-6-ethyl-2,4-dioxo-3,4-dihydrothieno[2,3-d]pyrimidin-1(2H)-yl]methyl}biphenyl-2-carbonitrile). RXN SMILES: [Cl-].O[NH3+:3].[C:4](=[O:7])([O-])[OH:5].[Na+].CS(C)=O.[CH3:13][O:14][C:15]1[CH:16]=[C:17]([C:23](=[O:53])[CH2:24][N:25]2[C:30](=[O:31])[C:29]3[CH:32]=[C:33]([CH2:35][CH3:36])[S:34][C:28]=3[N:27]([CH2:37][C:38]3[CH:43]=[CH:42][C:41]([C:44]4[C:45]([C:50]#[N:51])=[CH:46][CH:47]=[CH:48][CH:49]=4)=[CH:40][CH:39]=3)[C:26]2=[O:52])[CH:18]=[CH:19][C:20]=1[O:21][CH3:22]>C(Cl)(Cl)Cl>[CH3:13][O:14][C:15]1[CH:16]=[C:17]([C:23](=[O:53])[CH2:24][N:25]2[C:30](=[O:31])[C:29]3[CH:32]=[C:33]([CH2:35][CH3:36])[S:34][C:28]=3[N:27]([CH2:37][C:38]3[CH:43]=[CH:42][C:41]([C:44]4[CH:49]=[CH:48][CH:47]=[CH:46][C:45]=4[C:50]4[NH:3][C:4](=[O:7])[O:5][N:51]=4)=[CH:40][CH:39]=3)[C:26]2=[O:52])[CH:18]=[CH:19][C:20]=1[O:21][CH3:22] |f:0.1,2.3|. Run in C(Cl)(Cl)Cl (chloroform). The product is COC=1C=C(C=CC1OC)C(CN1C(N(C2=C(C1=O)C=C(S2)CC)CC2=CC=C(C=C2)C2=C(C=CC=C2)C2=NOC(N2)=O)=O)=O (3-[2-(3,4-dimethoxyphenyl)-2-oxoethyl]-6-ethyl-1-{[2′-(5-oxo-4,5-dihydro-1,2,4-oxadiazol-3-yl)biphenyl-4-yl]methyl}thieno[2,3-d]pyrimidine-2,4(1H,3H)-dione). Reaction conditions: temperature 40 celsius, time 30 minute. Reported procedure: A mixture of hydroxylammonium chloride (1.23 g), sodium hydrogencarbonate (1.86 g) and dimethyl sulfoxide (15 ml) was stirred at 40° C. for 30 min, 4′-{[3-[2-(3,4-dimethoxyphenyl)-2-oxoethyl]-6-ethyl-2,4-dioxo-3,4-dihydrothieno[2,3-d]pyrimidin-1(2H)-yl]methyl}biphenyl-2-carbonitrile (1.25 g) was added, and the mixture was stirred at 90° C. for 16 hr. The reaction mixture was diluted with chloroform, washed successively with water and saturated brine, and dried over anhydrous magnesium sulfate. T... Starting materials: C(C1=CC=CC=C1)SC1=NNC(=N1)SCC(OC)OC (3-benzylthio-5-(2,2-dimethoxyethylthio)-1,2,4-triazole), Cl (hydrochloric acid). Run in CCOCC (ether). Yields the product C(C1=CC=CC=C1)SC=1N=C2N(N1)C(CS2)O (2-Benzylthio-5,6-dihydro-6-hydroxythiazolo[3,2-b][1,2,4]triazole). Reaction SMILES: [CH2:1]([S:8][C:9]1[N:13]=[C:12]([S:14][CH2:15][CH:16]([O:19]C)OC)[NH:11][N:10]=1)[C:2]1[CH:7]=[CH:6][CH:5]=[CH:4][CH:3]=1.Cl>CCOCC>[CH2:1]([S:8][C:9]1[N:13]=[C:12]2[S:14][CH2:15][CH:16]([OH:19])[N:11]2[N:10]=1)[C:2]1[CH:7]=[CH:6][CH:5]=[CH:4][CH:3]=1. Reported procedure: The product of stage (a) was heated under reflux with dilute hydrochloric acid (15 ml conc. plus 100 ml water) for 3 hours. The mixture was then cooled and stirred with ether. The precipitated solid was filtered off to give 5.4 g of desired product, mp 136°-138° C. Reactants: II (iodine), NC1=NC=C(C(=O)OC)C=C1 (methyl 6-aminonicotinate), CO.C(Cl)(Cl)Cl (MeOH CHCl3). Reagents/catalysts: S(=O)(=O)([O-])[O-].[Ag+2] (silver sulfate). Run in C(C)O (ethanol). The product is NC1=NC=C(C(=O)OC)C=C1I (methyl 6-amino-5-iodonicotinate). Isolated yield 62.2%. RXN SMILES: [I:1]I.[NH2:3][C:4]1[CH:13]=[CH:12][C:7]([C:8]([O:10][CH3:11])=[O:9])=[CH:6][N:5]=1.CO.C(Cl)(Cl)Cl>C(O)C.S([O-])([O-])(=O)=O.[Ag+2]>[NH2:3][C:4]1[C:13]([I:1])=[CH:12][C:7]([C:8]([O:10][CH3:11])=[O:9])=[CH:6][N:5]=1 |f:2.3,5.6|. Procedure: To a solution of iodine (3.55 g, 14.0 mmol) in 100 mL absolute ethanol at room temperature was added silver sulfate (4.37 g, 14.0 mmol) and methyl 6-aminonicotinate (1.52 g, 10.0 mmol). After 42 hours the reaction was filtered to isolate a tan precipitate. The solid was heated with 20% MeOH/CHCl3 then cooled to room temperature, filtered, and rinsed with MeOH and CHCl3. The filtrate was evaporated, dissolved in hot MeOH, filtered to remove brownish impurities, and then crystallized from MeOH to ...